This data is from the Open Reaction Database (ORD), a public repository of structured organic reaction records. The task is: describe an organic reaction: reactants, conditions, products, and yield The solvent is C(C)O (ethanol). Product: C(#N)C(CCC(=O)OC)(CC)C1=CC=C(C=C1)N (methyl 4-cyano-4-(4-aminophenyl)-hexanoate). Isolated yield 101.0%. Reported procedure: A 3-necked round-bottomed flask was charged with methyl 4-cyano-4-(4-nitrophenyl)hexanoate (20.0 g), 90% ethanol (1000 ml) and PtO2 (1.0 g). The vessel was then evacuated and charged with nitrogen. The mixture was stirred vigorously and subjected to H2 at atmospheric pressure supplied via a balloon. The catalyst was removed by filtration through celite and the solvent removed under reduced pressure to give methyl 4-cyano-4-(4-aminophenyl)-hexanoate (18 g, 100%) as a viscous, brown oil. As a reaction SMILES: [C:1]([C:3]([C:12]1[CH:17]=[CH:16][C:15]([N+:18]([O-])=O)=[CH:14][CH:13]=1)([CH2:10][CH3:11])[CH2:4][CH2:5][C:6]([O:8][CH3:9])=[O:7])#[N:2]>O=[Pt]=O.C(O)C>[C:1]([C:3]([C:12]1[CH:13]=[CH:14][C:15]([NH2:18])=[CH:16][CH:17]=1)([CH2:10][CH3:11])[CH2:4][CH2:5][C:6]([O:8][CH3:9])=[O:7])#[N:2]. Reagents/catalysts: O=[Pt]=O (PtO2). Starting materials: C(#N)C(CCC(=O)OC)(CC)C1=CC=C(C=C1)[N+](=O)[O-] (methyl 4-cyano-4-(4-nitrophenyl)hexanoate). Starting materials: CCOC=C(C(=O)OCC)C(=O)OCC, CCCCCC[N+](CCCCCC)(CCCCCC)CCCCCC, [Cl-], CC(CO)Nc1ccc(F)c(F)c1F, [K+], CN(C)C=O, [OH-], O. Yields the product CCOC(=O)C(=CN(c1ccc(F)c(F)c1F)C(C)CO)C(=O)OCC. Reaction SMILES: [CH2:17]([CH3:18])[O:19][C:20]([C:21]([C:22](=[O:23])[O:24][CH2:25][CH3:26])=[CH:27][O:28][CH2:29][CH3:30])=[O:31].[CH2:34]([N+:35]([CH2:36][CH2:37][CH2:38][CH2:39][CH2:40][CH3:41])([CH2:42][CH2:43][CH2:44][CH2:45][CH2:46][CH3:47])[CH2:48][CH2:49][CH2:50][CH2:51][CH2:52][CH3:53])[CH2:54][CH2:55][CH2:56][CH2:57][CH3:58].[Cl-:33].[F:3][c:4]1[c:5]([NH:6][CH:7]([CH2:8][OH:9])[CH3:10])[cH:11][cH:12][c:13]([F:16])[c:14]1[F:15].[K+:2].[O:59]=[CH:60][N:61]([CH3:62])[CH3:63].[OH-:1].[OH2:32]>>[F:3][c:4]1[c:5]([N:6]([CH:7]([CH2:8][OH:9])[CH3:10])[CH:27]=[C:21]([C:20]([O:19][CH2:17][CH3:18])=[O:31])[C:22](=[O:23])[O:24][CH2:25][CH3:26])[cH:11][cH:12][c:13]([F:16])[c:14]1[F:15]. The reactants are CON=C(C(=O)OC)C=1C(=NC=CC1)OC1=NN(C=C1)C1=CC=C(C=C1)Cl (methyl methoxyimino-[2-(1-(4-chlorophenyl)-3-pyrazolyloxy)pyridin-3-yl]acetate), CN (methylamine), CCCCC.O (pentane water). Solvent: O1CCCC1 (tetrahydrofuran). Yields the product CNC(C(C=1C(=NC=CC1)OC1=NN(C=C1)C1=CC=C(C=C1)Cl)=NOC)=O (N-methyl-methoxyimino-[2-(1-(4-chlorophenyl)-3-pyrazolyloxy)pyridin-3-yl]acetamide). Yield: 84.0%. As a reaction SMILES: [CH3:1][O:2][N:3]=[C:4]([C:9]1[C:10]([O:15][C:16]2[CH:20]=[CH:19][N:18]([C:21]3[CH:26]=[CH:25][C:24]([Cl:27])=[CH:23][CH:22]=3)[N:17]=2)=[N:11][CH:12]=[CH:13][CH:14]=1)[C:5](OC)=[O:6].[CH3:28][NH2:29].CCCCC.O>O1CCCC1>[CH3:28][NH:29][C:5](=[O:6])[C:4](=[N:3][O:2][CH3:1])[C:9]1[C:10]([O:15][C:16]2[CH:20]=[CH:19][N:18]([C:21]3[CH:26]=[CH:25][C:24]([Cl:27])=[CH:23][CH:22]=3)[N:17]=2)=[N:11][CH:12]=[CH:13][CH:14]=1 |f:2.3|. Procedure details: A mixture of 0.65 g (1.7 mmol) of methyl methoxyimino-[2-(1-(4-chlorophenyl)-3-pyrazolyloxy)pyridin-3-yl]acetate (Example 1.b) and 3.2 g of 40% strength aqueous methylamine solution in 2 ml of tetrahydrofuran were heated under reflux for 0.5 hours. The reaction mixture was freed from the solvent under reduced pressure. The residue was stirred with pentane/water, and the solid was separated off, washed with water and dried under reduced pressure. 0.55 g (84%) of the title compound was obtained as... The reactants are FC1=C(C#N)C=C(C=C1)C=O (2-fluoro-5-formylbenzonitrile), C(CO)O (ethylene glycol), C1(=CC=C(C=C1)S(=O)(=O)O)C (p-toluene sulfonic acid), C(C)(=O)OCC (Ethyl acetate). Solvent: C1(=CC=CC=C1)C (toluene). Conditions: temperature 70 celsius. The product is O1C(OCC1)C=1C=CC(=C(C#N)C1)F (5-(1,3-dioxolan-2-yl)-2-fluorobenzonitrile). RXN SMILES: [F:1][C:2]1[CH:9]=[CH:8][C:7]([CH:10]=[O:11])=[CH:6][C:3]=1[C:4]#[N:5].[CH2:12](O)[CH2:13][OH:14].C1(C)C=CC(S(O)(=O)=O)=CC=1.C(OCC)(=O)C>C1(C)C=CC=CC=1>[O:11]1[CH2:12][CH2:13][O:14][CH:10]1[C:7]1[CH:8]=[CH:9][C:2]([F:1])=[C:3]([CH:6]=1)[C:4]#[N:5]. Procedure details: To a solution of 2-fluoro-5-formylbenzonitrile (450 mg, 3 mmol) in toluene (10 mL) was added ethylene glycol (2 mL) and p-toluene sulfonic acid (25 mg). The solution was heated to 70° C. overnight. The solution was cooled to room temperature. Ethyl acetate (100 mL) was added and the solution was washed with sat. sodium bicarbonated (10 mL), water (10 mL) and brine (10 mL), dried over MgSO4 and concentrated to a clear oil (567 mg, 98%). 1H NMR (400 MHz, CDCl3) δ 7.78 (dd 1H, J=6.3, 2.3 Hz), 7.74-... Reactants: [H-].[Na+] (sodium hydride), CC1=CC(=C(C=C1C)NC(=O)N1CCN(CC1)C1=CC(=CC(=C1)OC)OC)OC (1-[(4,5-dimethyl-2-methoxyphenyl)aminocarbonyl]-4-(3,5-dimethoxyphenyl)piperazine), IC (iodomethane). The solvent is CN(C=O)C (dimethylformamide). Reaction conditions: time 15 minute. The product is CC1=CC(=C(C=C1C)N(C(=O)N1CCN(CC1)C1=CC(=CC(=C1)OC)OC)C)OC (1-[N-(4,5-Dimethyl-2-methoxyphenyl)-N-methylaminocarbonyl]-4-(3,5-dimethoxyphenyl)piperazine). Yield: 92.0%. RXN SMILES: [CH3:1][C:2]1[C:7]([CH3:8])=[CH:6][C:5]([NH:9][C:10]([N:12]2[CH2:17][CH2:16][N:15]([C:18]3[CH:23]=[C:22]([O:24][CH3:25])[CH:21]=[C:20]([O:26][CH3:27])[CH:19]=3)[CH2:14][CH2:13]2)=[O:11])=[C:4]([O:28][CH3:29])[CH:3]=1.[H-].[Na+].I[CH3:33]>CN(C)C=O>[CH3:1][C:2]1[C:7]([CH3:8])=[CH:6][C:5]([N:9]([CH3:33])[C:10]([N:12]2[CH2:17][CH2:16][N:15]([C:18]3[CH:23]=[C:22]([O:24][CH3:25])[CH:21]=[C:20]([O:26][CH3:27])[CH:19]=3)[CH2:14][CH2:13]2)=[O:11])=[C:4]([O:28][CH3:29])[CH:3]=1 |f:1.2|. Procedure: 1-[(4,5-dimethyl-2-methoxyphenyl)aminocarbonyl]-4-(3,5-dimethoxyphenyl)piperazine(0.2 g, 0.5 mmole) was dissolved in dimethylformamide(15 ml), sodium hydride(12 mg, 0.5 mmole) was added thereto slowly, and then the resulting mixture was stirred at room temperature for 15 min, then followed by addition of iodomethane(71 mg, 0.5 mmole) and subsequently at room temperature for 16 hours. The resulting mixture was concentrated under the reduced pressure to remove the used solvent, extracted with meth... The reactants are O1C=C(C=C1)C1=CC=C(OC2=CC=C(C=C2)S(=O)(=O)C2SCCNC2C(=O)N)C=C1 (4-(4-(furan-3-yl)phenoxy)benzenesulfonyl-tetrahydro-2H-1,4-thiazine-3-carboxamide), [F-].C(CCC)[N+](CCCC)(CCCC)CCCC (tetrabutylammonium fluoride), C1CCOC1 (THF), C1CCOC1 (THF). Reaction conditions: time 30 minute. Product: O1C=C(C=C1)C1=CC=C(OC2=CC=C(C=C2)S(=O)(=O)C2SCCNC2C(=O)NO)C=C1 (4-(4-(furan-3-yl)phenoxy)benzenesulfonyl-N-hydroxy-tetrahydro-2H-1,4-thiazine-3-carboxamide). RXN SMILES: [O:1]1[CH:5]=[CH:4][C:3]([C:6]2[CH:30]=[CH:29][C:9]([O:10][C:11]3[CH:16]=[CH:15][C:14]([S:17]([CH:20]4[CH:25]([C:26]([NH2:28])=[O:27])[NH:24][CH2:23][CH2:22][S:21]4)(=[O:19])=[O:18])=[CH:13][CH:12]=3)=[CH:8][CH:7]=2)=[CH:2]1.[F-].C([N+](CCCC)(CCCC)CCCC)CCC.C1C[O:52]CC1>>[O:1]1[CH:5]=[CH:4][C:3]([C:6]2[CH:30]=[CH:29][C:9]([O:10][C:11]3[CH:12]=[CH:13][C:14]([S:17]([CH:20]4[CH:25]([C:26]([NH:28][OH:52])=[O:27])[NH:24][CH2:23][CH2:22][S:21]4)(=[O:19])=[O:18])=[CH:15][CH:16]=3)=[CH:8][CH:7]=2)=[CH:2]1 |f:1.2|. Procedure: To a 25° C. solution of 3(S)-N-(tert-butyldiphenylsilyl)oxy-4-(4-(4-(furan-3-yl)phenoxy)benzenesulfonyl-tetrahydro-2H-1,4-thiazine-3-carboxamide (35 mg) in 2 mL of THF was added 0.060 mL of 2M tetrabutylammonium fluoride in THF. After 30 minutes, the solution was partitioned between 1 M pH 7 phosphate buffer and ethyl acetate. The aqueous layer was extracted once with ethyl acetate, and the combined organic layers were washed with brine, dried over sodium sulfate, and concentrated. The residue w...